Dataset: the Open Reaction Database (ORD), a public repository of structured organic reaction records. Task: describe an organic reaction: reactants, conditions, products, and yield The product is COC(C)[Si](C)(C)C, CC(C)Oc1ccc(F)c(F)c1C1N(CCCCl)C(=O)CC(c2cccc(Cl)c2)C12C(=O)Nc1cc(Cl)ccc12. RXN SMILES: [CH3:1][O:2][CH:3]([CH3:4])[Si:5]([CH3:6])([CH3:7])[CH3:8].[CH3:52][N:53]([CH3:54])[CH:55]=[O:56].[Cl:47][CH2:48][CH2:49][CH2:50][I:51].[Cl:9][c:10]1[cH:11][cH:12][c:13]2[c:17]([cH:18]1)[NH:16][C:15](=[O:19])[C:14]21[CH:20]([c:33]2[c:34]([F:44])[c:35]([F:43])[cH:36][cH:37][c:38]2[O:39][CH:40]([CH3:41])[CH3:42])[NH:21][C:22](=[O:32])[CH2:23][CH:24]1[c:25]1[cH:26][c:27]([Cl:31])[cH:28][cH:29][cH:30]1.[H-:45].[Li+:46]>>[CH3:1][O:2][CH:3]([CH3:4])[Si:5]([CH3:6])([CH3:7])[CH3:8].[Cl:9][c:10]1[cH:11][cH:12][c:13]2[c:17]([cH:18]1)[NH:16][C:15](=[O:19])[C:14]21[CH:20]([c:33]2[c:34]([F:44])[c:35]([F:43])[cH:36][cH:37][c:38]2[O:39][CH:40]([CH3:41])[CH3:42])[N:21]([CH2:50][CH2:49][CH2:48][Cl:47])[C:22](=[O:32])[CH2:23][CH:24]1[c:25]1[cH:26][c:27]([Cl:31])[cH:28][cH:29][cH:30]1. Reactants: COC(C)[Si](C)(C)C, CN(C)C=O, ClCCCI, CC(C)Oc1ccc(F)c(F)c1C1NC(=O)CC(c2cccc(Cl)c2)C12C(=O)Nc1cc(Cl)ccc12, [H-], [Li+]. The reactants are FC(C=1C=C(C=C(C1)C(F)(F)F)[C@@H]1[C@@H](N(C(O1)=O)CC1=C(C=CC(=C1)OC(F)(F)F)N(CCC)C[C@@H]1CC[C@H](CC1)CC(=O)O)C)(F)F ((trans-4-{[[2-({(4S,5R)-5-[3,5-bis(trifluoromethyl)phenyl]-4-methyl-2-oxo-1,3-oxazolidin-3-yl}methyl)-4-(trifluoromethoxy)phenyl](propyl)amino]methyl}cyclohexyl)acetic acid), solution. The solvent is C1CCOC1 (THF), C1CCOC1 (THF). Run at time 2 hour. Product: FC(C=1C=C(C=C(C1)C(F)(F)F)[C@@H]1[C@@H](N(C(O1)=O)CC1=C(C=CC(=C1)OC(F)(F)F)N(CCC)C[C@@H]1CC[C@H](CC1)CCO)C)(F)F ((4S,5R)-5-[3,5-bis(trifluoromethyl)phenyl]-3-[2-[{[trans-4-(2-hydroxyethyl)cyclohexyl]methyl}(propyl)amino]-5-(trifluoromethoxy)benzyl]-4-methyl-1,3-oxazolidin-2-one). As a reaction SMILES: [F:1][C:2]([F:48])([F:47])[C:3]1[CH:4]=[C:5]([C@H:13]2[O:17][C:16](=[O:18])[N:15]([CH2:19][C:20]3[CH:25]=[C:24]([O:26][C:27]([F:30])([F:29])[F:28])[CH:23]=[CH:22][C:21]=3[N:31]([CH2:35][C@H:36]3[CH2:41][CH2:40][C@H:39]([CH2:42][C:43](O)=[O:44])[CH2:38][CH2:37]3)[CH2:32][CH2:33][CH3:34])[C@H:14]2[CH3:46])[CH:6]=[C:7]([C:9]([F:12])([F:11])[F:10])[CH:8]=1>C1COCC1>[F:48][C:2]([F:1])([F:47])[C:3]1[CH:4]=[C:5]([C@H:13]2[O:17][C:16](=[O:18])[N:15]([CH2:19][C:20]3[CH:25]=[C:24]([O:26][C:27]([F:28])([F:29])[F:30])[CH:23]=[CH:22][C:21]=3[N:31]([CH2:35][C@H:36]3[CH2:37][CH2:38][C@H:39]([CH2:42][CH2:43][OH:44])[CH2:40][CH2:41]3)[CH2:32][CH2:33][CH3:34])[C@H:14]2[CH3:46])[CH:6]=[C:7]([C:9]([F:10])([F:12])[F:11])[CH:8]=1. Procedure details: To a solution of (trans-4-{[[2-({(4S,5R)-5-[3,5-bis(trifluoromethyl)phenyl]-4-methyl-2-oxo-1,3-oxazolidin-3-yl}methyl)-4-(trifluoromethoxy)phenyl](propyl)amino]methyl}cyclohexyl)acetic acid (8.8 mg, 0.0126 mmol) in THF (1 mL) was added a 1 M solution of BH3 in THF (75 μL, 0.075 mmol). The reaction was stirred at room temperature for 2 hours and then quenched with water (5 mL), diluted with EtOAc (15 mL), and washed with brine (5 mL). The organic layer was dried over Na2SO4, filtered, and concent... Reactants: FC1=CC=C(C(=O)C2=C3C=CC=C(C3=CC=C2)C2=CC=C(C=3NC4=CC(=CC=C4C23)C(=O)N2CCN(CC2)C)C(=O)N)C=C1 (4-(5-(4-fluorobenzoyl)naphthalen-1-yl)-7-(4-methylpiperazine-1-carbonyl)-9H-carbazole-1-carboxamide), [BH4-].[Na+] (sodium borohydride). Reagents/catalysts: Cl (hydrochloric acid). Run in C(C)O (ethanol). Run at time 90 minute. Yields the product FC1=CC=C(C=C1)C(C1=C2C=CC=C(C2=CC=C1)C1=CC=C(C=2NC3=CC(=CC=C3C12)C(=O)N1CCN(CC1)C)C(=O)N)O (4-(5-((4-fluorophenyl)(hydroxy)methyl)naphthalen-1-yl)-7-(4-methylpiperazine-1-carbonyl)-9H-carbazole-1-carboxamide). RXN SMILES: [F:1][C:2]1[CH:44]=[CH:43][C:5]([C:6]([C:8]2[CH:17]=[CH:16][CH:15]=[C:14]3[C:9]=2[CH:10]=[CH:11][CH:12]=[C:13]3[C:18]2[C:30]3[C:29]4[C:24](=[CH:25][C:26]([C:31]([N:33]5[CH2:38][CH2:37][N:36]([CH3:39])[CH2:35][CH2:34]5)=[O:32])=[CH:27][CH:28]=4)[NH:23][C:22]=3[C:21]([C:40]([NH2:42])=[O:41])=[CH:20][CH:19]=2)=[O:7])=[CH:4][CH:3]=1.[BH4-].[Na+]>C(O)C.Cl>[F:1][C:2]1[CH:44]=[CH:43][C:5]([CH:6]([OH:7])[C:8]2[CH:17]=[CH:16][CH:15]=[C:14]3[C:9]=2[CH:10]=[CH:11][CH:12]=[C:13]3[C:18]2[C:30]3[C:29]4[C:24](=[CH:25][C:26]([C:31]([N:33]5[CH2:34][CH2:35][N:36]([CH3:39])[CH2:37][CH2:38]5)=[O:32])=[CH:27][CH:28]=4)[NH:23][C:22]=3[C:21]([C:40]([NH2:42])=[O:41])=[CH:20][CH:19]=2)=[CH:4][CH:3]=1 |f:1.2|. Procedure details: A solution of 4-(5-(4-fluorobenzoyl)naphthalen-1-yl)-7-(4-methylpiperazine-1-carbonyl)-9H-carbazole-1-carboxamide (Example 3-96, 30 mg, 0.051 mmol) in ethanol (0.5 mL) was treated with a couple granules of sodium borohydride and stirred at rt. After 90 min, the mixture was treated with 2 drops of 1 M hydrochloric acid and purified by preparative HPLC to provide two diastereomers of 4-(5-((4-fluorophenyl)(hydroxy)methyl)naphthalen-1-yl)-7-(4-methylpiperazine-1-carbonyl)-9H-carbazole-1-carboxamide... The product is O=C[C@@H](O)[C@@H](O)[C@H](O)[C@@H](O)CO (L-gulose). Reported procedure: The L-gulose benzylphenylhydrazone was refluxed for three hours with 100 ml. of water and 20 ml. of ethanol containing 7.5 ml. of benzaldehyde and 0.8 grams of benzoic acid. After cooling, the solution was decanted from the crystals of benzaldehyde benzylphenylhydrazone and extracted several times with ether to remove the benzaldehyde and benzoic acid. The solution was then decolorized with activated carbon and concentrated under reduced pressure to a colorless syrup to yield 3.4 grams of syrupy... Reaction SMILES: C(N(C1C=CC=CC=1)N=[CH:10][C@H:11]([C@H:13]([C@@H:15]([C@H:17]([CH2:19][OH:20])[OH:18])[OH:16])[OH:14])[OH:12])C1C=CC=CC=1.O.C(=[O:35])C1C=CC=CC=1.C(O)(=O)C1C=CC=CC=1>C(O)C>[O:20]=[CH:19][C@H:17]([C@H:15]([C@@H:13]([C@H:11]([CH2:10][OH:35])[OH:12])[OH:14])[OH:16])[OH:18]. Reactants: C(C1=CC=CC=C1)N(N=C[C@@H](O)[C@@H](O)[C@H](O)[C@@H](O)CO)C1=CC=CC=C1 (L-gulose benzylphenylhydrazone), C(C1=CC=CC=C1)(=O)O (benzoic acid), O (water), C(C1=CC=CC=C1)=O (benzaldehyde). The solvent is C(C)O (ethanol).